This data is from the Open Reaction Database (ORD), a public repository of structured organic reaction records. The task is: describe an organic reaction: reactants, conditions, products, and yield Reactants: COC(=O)c1ccc(C2CN(C(=O)C3CCN(C(C)=O)CC3)CCC2N(C)C(=O)c2ccc(OC)cc2)cc1, CO, [Na+], [OH-]. Yields the product COc1ccc(C(=O)N(C)C2CCN(C(=O)C3CCN(C(C)=O)CC3)CC2c2ccc(C(=O)O)cc2)cc1. RXN SMILES: [C:1]([CH3:2])(=[O:3])[N:4]1[CH2:5][CH2:6][CH:7]([C:10](=[O:11])[N:12]2[CH2:13][CH:14]([c:30]3[cH:31][cH:32][c:33]([C:34](=[O:35])[O:36][CH3:37])[cH:38][cH:39]3)[CH:15]([N:18]([CH3:19])[C:20](=[O:21])[c:22]3[cH:23][cH:24][c:25]([O:28][CH3:29])[cH:26][cH:27]3)[CH2:16][CH2:17]2)[CH2:8][CH2:9]1.[CH3:42][OH:43].[Na+:41].[OH-:40]>>[C:1]([CH3:2])(=[O:3])[N:4]1[CH2:5][CH2:6][CH:7]([C:10](=[O:11])[N:12]2[CH2:13][CH:14]([c:30]3[cH:31][cH:32][c:33]([C:34](=[O:35])[OH:36])[cH:38][cH:39]3)[CH:15]([N:18]([CH3:19])[C:20](=[O:21])[c:22]3[cH:23][cH:24][c:25]([O:28][CH3:29])[cH:26][cH:27]3)[CH2:16][CH2:17]2)[CH2:8][CH2:9]1. Reactants: COc1cc(C(O)c2cc(OC)c(OC)c(OC)c2)ccc1[N+](=O)[O-], ClCCl, O=[Mn]=O. Product: COc1cc(C(=O)c2cc(OC)c(OC)c(OC)c2)ccc1[N+](=O)[O-]. Reaction SMILES: [CH3:1][O:2][c:3]1[cH:4][c:5]([CH:12]([OH:13])[c:14]2[cH:15][c:16]([O:24][CH3:25])[c:17]([O:22][CH3:23])[c:18]([O:20][CH3:21])[cH:19]2)[cH:6][cH:7][c:8]1[N+:9](=[O:10])[O-:11].[Cl:26][CH2:27][Cl:28].[O:29]=[Mn:30]=[O:31]>>[CH3:1][O:2][c:3]1[cH:4][c:5]([C:12](=[O:13])[c:14]2[cH:15][c:16]([O:24][CH3:25])[c:17]([O:22][CH3:23])[c:18]([O:20][CH3:21])[cH:19]2)[cH:6][cH:7][c:8]1[N+:9](=[O:10])[O-:11]. Starting materials: OC1=C2C(CCN3C2=C(C=C1)CCCC3)=O (11-hydroxy-2,3,5,6,7,8-hexahydro-1H-azepino[3,2,1-ij]quinolone), COC1=C2CCCC(C2=CC=C1)=O (5-methoxytetralone). The product is OC1=CC=C2CCCN3C2=C1CCCC3 (9-hydroxy-2,3,5,6,7,8-hexahydro-1H-azepino[3,2,1-ij]quinoline). RXN SMILES: O[C:2]1[CH:11]=[CH:10][C:9]2[CH2:12][CH2:13][CH2:14][CH2:15][N:7]3[C:8]=2[C:3]=1[C:4](=O)[CH2:5][CH2:6]3.C[O:18]C1C=CC=C2C=1CCCC2=O>>[OH:18][C:10]1[C:9]2[CH2:12][CH2:13][CH2:14][CH2:15][N:7]3[C:8]=2[C:3]([CH2:4][CH2:5][CH2:6]3)=[CH:2][CH:11]=1. Reported procedure: The title compound was synthesized in a similar manner as 11-hydroxy-2,3,5,6,7,8-hexahydro-1H-azepino[3,2,1-ij]quinolone starting from 5-methoxytetralone: 1H NMR (DMSO-d6) δ 8.69 (s, 1H), 6.55 (d, 1H); 6.27 (d, 1H), 3.05-3.02 (m, 2H), 2.92-2.89 (m, 2H), 2.68-2.64 (m, 2H), 2.54 (t, 2H), 1.69-1.60 (m, 4H), 1.45-1.37 (m, 2H); MS expected 204 (C13H18NO, M+1), found 204. Reactants: ClC1=CC(=C(C=C1CBr)N1C(C2=C(C1=O)CCCC2)=O)F (N-(4-chloro-2-fluoro-5-bromomethylphenyl)-3,4,5,6-tetrahydrophthalimide), C([O-])([O-])=O.[K+].[K+] (potassium carbonate), C1(=CC=CC=C1)O (phenol). The solvent is CC(=O)C (acetone). Reaction conditions: time 8 hour. Product: ClC1=CC(=C(C=C1COC1=CC=CC=C1)N1C(C2=C(C1=O)CCCC2)=O)F (N-(4-chloro-2-fluoro-5-phenoxymethylphenyl)-3,4,5,6-tetrahydrophthalimide). Isolated yield 29.2%. Reaction SMILES: [Cl:1][C:2]1[C:7]([CH2:8]Br)=[CH:6][C:5]([N:10]2[C:14](=[O:15])[C:13]3[CH2:16][CH2:17][CH2:18][CH2:19][C:12]=3[C:11]2=[O:20])=[C:4]([F:21])[CH:3]=1.C(=O)([O-])[O-].[K+].[K+].[C:28]1([OH:34])[CH:33]=[CH:32][CH:31]=[CH:30][CH:29]=1>CC(C)=O>[Cl:1][C:2]1[C:7]([CH2:8][O:34][C:28]2[CH:33]=[CH:32][CH:31]=[CH:30][CH:29]=2)=[CH:6][C:5]([N:10]2[C:14](=[O:15])[C:13]3[CH2:16][CH2:17][CH2:18][CH2:19][C:12]=3[C:11]2=[O:20])=[C:4]([F:21])[CH:3]=1 |f:1.2.3|. Procedure: To a mixture of 0.6 g (0.0016 mole) of N-(4-chloro-2-fluoro-5-bromomethylphenyl)-3,4,5,6-tetrahydrophthalimide and 0.22 g (0.0016 mole) of potassium carbonate in acetone was added 0.15 g (0.0016 mole) of phenol. The mixture was stirred overnight at room temperature and then was heated at 50° C. for approximately 24 hours. The reaction mixture was filtered, and the filter cake was washed with ethyl acetate. The filtrate was washed with water, dried, and the solvent was evaporated under reduced pr... The reactants are CC(C(=O)O)C(CC)C1=CC(=CC=C1)OC (2-methyl-3-(3-methoxyphenyl) valeric acid), I (hydroiodic acid). Yields the product CC(C(=O)O)C(CC)C1=CC(=CC=C1)O (2-methyl-3-(3-hydroxyphenyl) valeric acid). RXN SMILES: [CH3:1][CH:2]([CH:6]([C:9]1[CH:14]=[CH:13][CH:12]=[C:11]([O:15]C)[CH:10]=1)[CH2:7][CH3:8])[C:3]([OH:5])=[O:4].I>>[CH3:1][CH:2]([CH:6]([C:9]1[CH:14]=[CH:13][CH:12]=[C:11]([OH:15])[CH:10]=1)[CH2:7][CH3:8])[C:3]([OH:5])=[O:4]. Reported procedure: The steps are: add 2-methyl-3-(3-methoxyphenyl) valeric acid into a reaction flask, add hydroiodic acid, and perform heating and reflux for 12 hours; detect the reaction process by TLC; after that, cool the resultant to the room temperature, pour it into an alkaline solution to make the pH become 9, perform extraction by ethyl acetate, reversely adjust the pH of the water layer to about 3.0 after the water layer is separated out, and add ethyl acetate for extraction; and dry the ethyl acetate ex...